This data is from the Open Reaction Database (ORD), a public repository of structured organic reaction records. The task is: describe an organic reaction: reactants, conditions, products, and yield The reactants are CC#CC(=O)O, C1CCOC1, CN1CCOCC1, CC(C)COC(=O)Cl, CC(C)c1cccc(Nc2c(C#N)cnc3ccc(N)cc23)c1, CN(C)C=O, O. Product: CC#CC(=O)Nc1ccc2ncc(C#N)c(Nc3cccc(C(C)C)c3)c2c1. Reaction SMILES: [C:1]([C:2]#[C:3][CH3:4])(=[O:5])[OH:6].[CH2:45]1[O:46][CH2:47][CH2:48][CH2:49]1.[CH3:15][N:16]1[CH2:17][CH2:18][O:19][CH2:20][CH2:21]1.[Cl:7][C:8]([O:9][CH2:10][CH:11]([CH3:12])[CH3:13])=[O:14].[NH2:22][c:23]1[cH:24][c:25]2[c:26]([NH:35][c:36]3[cH:37][c:38]([CH:42]([CH3:43])[CH3:44])[cH:39][cH:40][cH:41]3)[c:27]([C:33]#[N:34])[cH:28][n:29][c:30]2[cH:31][cH:32]1.[O:50]=[CH:51][N:52]([CH3:53])[CH3:54].[OH2:55]>>[C:1]([C:2]#[C:3][CH3:4])(=[O:6])[NH:22][c:23]1[cH:24][c:25]2[c:26]([NH:35][c:36]3[cH:37][c:38]([CH:42]([CH3:43])[CH3:44])[cH:39][cH:40][cH:41]3)[c:27]([C:33]#[N:34])[cH:28][n:29][c:30]2[cH:31][cH:32]1. The product is CCCc1c(O)ccc2c1OC(C)(CCC(N)=O)CC2=O. Starting materials: ClP(Cl)(Cl)(Cl)Cl, N, C1CCOC1, CCCc1c(O)ccc2c1OC(C)(CCC(=O)O)CC2=O. As a reaction SMILES: [Cl:22][P:23]([Cl:24])([Cl:25])([Cl:26])[Cl:27].[NH3:28].[O:29]1[CH2:30][CH2:31][CH2:32][CH2:33]1.[OH:1][c:2]1[c:3]([CH2:19][CH2:20][CH3:21])[c:4]2[c:5]([cH:17][cH:18]1)[C:6](=[O:16])[CH2:7][C:8]([CH3:10])([CH2:11][CH2:12][C:13](=[O:14])[OH:15])[O:9]2>>[OH:1][c:2]1[c:3]([CH2:19][CH2:20][CH3:21])[c:4]2[c:5]([cH:17][cH:18]1)[C:6](=[O:16])[CH2:7][C:8]([CH3:10])([CH2:11][CH2:12][C:13](=[O:14])[NH2:28])[O:9]2.